From a dataset of the Open Reaction Database (ORD), a public repository of structured organic reaction records. describe an organic reaction: reactants, conditions, products, and yield Reactants: ClC=1C(=CC(=C(OCCCN2CCN(CC2)C(=O)OC(C)(C)C)C1)C)[N+](=O)[O-] (tert-butyl 4-(3-(5-chloro-2-methyl-4-nitrophenoxy)propyl)-piperazine-1-carboxylate), C(=O)[O-].[NH4+] (ammonium formate), C1(=CC=CC=C1)C (Toluene). The reagents and catalysts are [Fe] (iron). The solvent is O (water). Product: NC1=CC(=C(OCCCN2CCN(CC2)C(=O)OC(C)(C)C)C=C1Cl)C (tert-butyl 4-(3-(4-amino-5-chloro-2-methylphenoxy)propyl)piperazine-1-carboxylate). The yield is 88.9%. Reaction SMILES: [Cl:1][C:2]1[C:3]([N+:26]([O-])=O)=[CH:4][C:5]([CH3:25])=[C:6]([CH:24]=1)[O:7][CH2:8][CH2:9][CH2:10][N:11]1[CH2:16][CH2:15][N:14]([C:17]([O:19][C:20]([CH3:23])([CH3:22])[CH3:21])=[O:18])[CH2:13][CH2:12]1.C([O-])=O.[NH4+].C1(C)C=CC=CC=1>[Fe].O>[NH2:26][C:3]1[C:2]([Cl:1])=[CH:24][C:6]([O:7][CH2:8][CH2:9][CH2:10][N:11]2[CH2:16][CH2:15][N:14]([C:17]([O:19][C:20]([CH3:23])([CH3:21])[CH3:22])=[O:18])[CH2:13][CH2:12]2)=[C:5]([CH3:25])[CH:4]=1 |f:1.2|. Reported procedure: A flask was charged with tert-butyl 4-(3-(5-chloro-2-methyl-4-nitrophenoxy)propyl)-piperazine-1-carboxylate (1.2 g, 2.9 mmol), ammonium formate (0.84 g, 13 mmol), and iron powder (0.74 g, 13 mmol). Toluene (20 mL) and water (20 mL) were added to the flask and the mixture was heated to reflux for 6 hours, after which time, the mixture was filtered through a plug of Celite. The supernatant was extracted with ethyl acetate and water. The organic solvent was removed on a rotary evaporator under redu... The reactants are CC1=C(C=C(C(=C1Br)O)Br)C2(C=3C=CC=CC3S(=O)(=O)O2)C=4C=C(C(=C(C4C)Br)O)Br (bromocresol green), Cl (hydrochloric acid), C(#N)[BH3-].[Na+] (sodium cyanoborohydride), N(O)=C(C)C(COC1=CC=C(C=C1)F)(C)C (2-hydroximino-3,3-dimethyl-4-(4-fluorophenoxy)-butane), Cl (hydrochloric acid). Solvent: CO (methanol). Conditions: time 16 hour. Product: Cl.FC1=CC=C(OCC(C(C)NO)(C)C)C=C1 (4-(4-fluorophenoxy)-3,3-dimethyl-2-butyl-hydroxylamine hydrochloride). Isolated yield 67.1%. Reaction SMILES: C([BH3-])#N.[Na+].[N:5](=[C:7]([C:9]([CH3:20])([CH3:19])[CH2:10][O:11][C:12]1[CH:17]=[CH:16][C:15]([F:18])=[CH:14][CH:13]=1)[CH3:8])[OH:6].[ClH:21].CC1C(Br)=C(O)C(Br)=CC=1C1(C2C=C(Br)C(O)=C(Br)C=2C)OS(=O)(=O)C2C=CC=CC1=2>CO>[ClH:21].[F:18][C:15]1[CH:14]=[CH:13][C:12]([O:11][CH2:10][C:9]([CH3:19])([CH3:20])[CH:7]([NH:5][OH:6])[CH3:8])=[CH:17][CH:16]=1 |f:0.1,6.7|. Reported procedure: 19.6 g (0.29 mol) of sodium cyanoborohydride (95%) are added in portions to a solution of 66.8 g (0.29 mol) of 2-hydroximino-3,3-dimethyl-4-(4-fluorophenoxy)-butane in 500 ml of methanol, which is kept at pH 3 with concentrated hydrochloric acid against bromocresol green. When the addition has ended, the pH value is kept at 3 with hydrochloric acid for a further 3 hours and the mixture is then subsequently stirred at room temperature for 16 hours. The reaction mixture is acidified to pH 1 and co...